This data is from the Open Reaction Database (ORD), a public repository of structured organic reaction records. The task is: describe an organic reaction: reactants, conditions, products, and yield The reactants are ClC1=NC=2N(C=C1)N=CC2C=O (5-chloropyrazolo[1,5-a]pyrimidine-3-carbaldehyde), CN1CCNCCC1 (1-methylhomopiperazine), ClCCl (Dichloromethane), O (water). The solvent is CN1CCCC1=O (NMP). Reaction conditions: temperature 140 celsius. Yields the product CN1CCN(CCC1)C1=NC=2N(C=C1)N=CC2C=O (5-(4-methyl-1,4-diazepan-1-yl)pyrazolo[1,5-a]pyrimidine-3-carbaldehyde). As a reaction SMILES: Cl[C:2]1[CH:7]=[CH:6][N:5]2[N:8]=[CH:9][C:10]([CH:11]=[O:12])=[C:4]2[N:3]=1.[CH3:13][N:14]1[CH2:20][CH2:19][CH2:18][NH:17][CH2:16][CH2:15]1.ClCCl.O>CN1C(=O)CCC1>[CH3:13][N:14]1[CH2:20][CH2:19][CH2:18][N:17]([C:2]2[CH:7]=[CH:6][N:5]3[N:8]=[CH:9][C:10]([CH:11]=[O:12])=[C:4]3[N:3]=2)[CH2:16][CH2:15]1. Procedure: To 5-chloropyrazolo[1,5-a]pyrimidine-3-carbaldehyde (50 mg, 0.276 mmol) in NMP was added 1-methylhomopiperazine (103 μL, 0.829 mmol). The mixture was heated in microwave for 10 minutes at 140° C. Dichloromethane and water were added, and the product extracted in dichloromethane. The organic layer was then washed with water and dried over Na2SO4 and concentrated under reduced pressure to yield 5-(4-methyl-1,4-diazepan-1-yl)pyrazolo[1,5-a]pyrimidine-3-carbaldehyde. LCMS (M+1=260) Reactants: [Mn](=O)(=O)(=O)[O-].[K+] (potassium permanganate), C(=O)C1=CC=C2C=CC=C(C2=C1)CCNC(CC1=CC=CC=C1)=O (N-[2-(7-Formyl-1-naphthyl)ethyl]-2-phenylacetamide). Solvent: CC(=O)C.O (acetone water), CC(=O)C (acetone). Run at time 2 hour. The product is C1(=CC=CC=C1)CC(=O)NCCC=1C=CC=C2C=CC(=CC12)C(=O)O (8-{2-[(2-Phenylacetyl)amino]ethyl}-2-naphthoic acid). As a reaction SMILES: [Mn]([O-])(=O)(=O)=[O:2].[K+].[CH:7]([C:9]1[CH:18]=[C:17]2[C:12]([CH:13]=[CH:14][CH:15]=[C:16]2[CH2:19][CH2:20][NH:21][C:22](=[O:30])[CH2:23][C:24]2[CH:29]=[CH:28][CH:27]=[CH:26][CH:25]=2)=[CH:11][CH:10]=1)=[O:8]>CC(C)=O.O.CC(C)=O>[C:24]1([CH2:23][C:22]([NH:21][CH2:20][CH2:19][C:16]2[CH:15]=[CH:14][CH:13]=[C:12]3[C:17]=2[CH:18]=[C:9]([C:7]([OH:2])=[O:8])[CH:10]=[CH:11]3)=[O:30])[CH:29]=[CH:28][CH:27]=[CH:26][CH:25]=1 |f:0.1,3.4|. Procedure details: 2.7 g of potassium permanganate in 50 ml of an acetone/water mixture (50/50) are added, at ambient temperature, to a solution of 6.88 mmol of the product obtained in Step B in 30 ml of acetone. The solution is stirred for 2 hours at ambient temperature and is then filtered. The filtrate is concentrated under reduced pressure and chromatographed on silica gel to yield the title product. Reactants: Cl.C1(=CC=CC=C1)C=1CCNCC1 (4-phenyl-1,2,3,6-tetrahydropyridine hydrochloride), BrCCCC#N (4-bromobutyronitrile), C([O-])([O-])=O.[K+].[K+] (potassium carbonate), --CH2 --CH2 --N, H2C--CH2. Run in C(C)#N (acetonitrile), C(C)#N (acetonitrile). Product: C1(=CC=CC=C1)C=1CCN(CC1)CCCC#N (4-(4-Phenyl-1,2,3,6-tetrahydropyridinyl)-butyronitrile). As a reaction SMILES: Cl.[C:2]1([C:8]2[CH2:9][CH2:10][NH:11][CH2:12][CH:13]=2)[CH:7]=[CH:6][CH:5]=[CH:4][CH:3]=1.C(=O)([O-])[O-].[K+].[K+].Br[CH2:21][CH2:22][CH2:23][C:24]#[N:25]>C(#N)C>[C:2]1([C:8]2[CH2:13][CH2:12][N:11]([CH2:21][CH2:22][CH2:23][C:24]#[N:25])[CH2:10][CH:9]=2)[CH:7]=[CH:6][CH:5]=[CH:4][CH:3]=1 |f:0.1,2.3.4|. Procedure: 5 g of 4-phenyl-1,2,3,6-tetrahydropyridine hydrochloride (very toxic compound: New Engl. J. Med., 1983, 309, 310; Science, 1983, 219, 979; Psychiatry Res., 1979, 1, 249) and then 100 ml of acetonitrile are introduced into a 250 ml round-bottomed flask. 2.5 equivalents of anhydrous potassium carbonate are added and then 1.05 equivalents of 4-bromobutyronitrile, in solution in acetonitrile, are added dropwise. The mixture is heated at reflux for 16 hours and then filtered, the precipitate is washe...